This data is from the Open Reaction Database (ORD), a public repository of structured organic reaction records. The task is: describe an organic reaction: reactants, conditions, products, and yield Starting materials: C(C1=CC=CC=C1)OC1=NC(=NC(=N1)OCC1=CC=CC=C1)OCC1=CC=CC=C1 (2,4,6-tribenzyloxy-1,3,5-triazine), II (iodine), C1(=CC=CC=C1)C (toluene), hydroxy, aqueous solution, S(=S)(=O)([O-])[O-].[Na+].[Na+] (sodium thiosulfate). Yields the product C(C1=CC=CC=C1)N1C(N(C(N=C1OCC1=CC=CC=C1)=O)CC1=CC=CC=C1)=O (1,3-dibenzyl-6-(benzyloxy)-1,3,5-triazine-2,4(1H,3H)-dione). Yield: 21.0%. RXN SMILES: C([O:8][C:9]1[N:14]=[C:13]([O:15][CH2:16][C:17]2[CH:22]=[CH:21][CH:20]=[CH:19][CH:18]=2)[N:12]=[C:11]([O:23]CC2C=CC=CC=2)[N:10]=1)C1C=CC=CC=1.II.S([O-])([O-])(=O)=S.[Na+].[Na+].[C:40]1([CH3:46])[CH:45]=[CH:44][CH:43]=[CH:42][CH:41]=1>>[CH2:46]([N:14]1[C:13]([O:15][CH2:16][C:17]2[CH:18]=[CH:19][CH:20]=[CH:21][CH:22]=2)=[N:12][C:11](=[O:23])[N:10]([CH2:16][C:17]2[CH:22]=[CH:21][CH:20]=[CH:19][CH:18]=2)[C:9]1=[O:8])[C:40]1[CH:45]=[CH:44][CH:43]=[CH:42][CH:41]=1 |f:2.3.4|. Reported procedure: Furthermore, a synthesis method of the hydroxy group-protecting agent 5 will be explained. To a 10 mL eggplant flask, 599.2 mg (1.50 m mol) of 2,4,6-tribenzyloxy-1,3,5-triazine, 5.00 mL of toluene and 38.8 mg (030 m mol) of iodine were added, heat-perfused, and reacted for 31 hours. After the reaction, 5 mL of an aqueous solution of saturated sodium thiosulfate was added, which was washed with 5 mL of 1 N sodium bicarbonate water, 5 mL of 1 N hydrochloric acid, 5 mL of water and 5 mL of saturate... The reactants are C([O-])([O-])=O.[K+].[K+] (potassium carbonate), CI (methyl iodide), OC1=C2C(CC3(CCCCC3)NC2=CC(=C1)OCC(=O)OCC)=O (ethyl 2-{(5-hydroxy-4-oxospiro [1,2,3,4-tetrahydroquinoline-2,1'-cyclohexan]-7-yl)oxy}acetate), Example 51 ( 1 ), CI (methyl iodide). The solvent is CN(C)C=O (DMF). Run at temperature 40 celsius, time 9 hour. Product: COC1=C2C(CC3(CCCCC3)NC2=CC(=C1)OCC(=O)O)=O (2-{(5-Methoxy-4-oxospiro[1,2,3,4-tetrahydroquinoline-2,1'-cyclohexan]-7-yl)oxy}acetic acid), solid. Yield: 43.0%. As a reaction SMILES: [OH:1][C:2]1[CH:16]=[C:15]([O:17][CH2:18][C:19]([O:21]CC)=[O:20])[CH:14]=[C:13]2[C:3]=1[C:4](=[O:24])[CH2:5][C:6]1([NH:12]2)[CH2:11][CH2:10][CH2:9][CH2:8][CH2:7]1.CI.[C:27](=O)([O-])[O-].[K+].[K+]>CN(C=O)C>[CH3:27][O:1][C:2]1[CH:16]=[C:15]([O:17][CH2:18][C:19]([OH:21])=[O:20])[CH:14]=[C:13]2[C:3]=1[C:4](=[O:24])[CH2:5][C:6]1([NH:12]2)[CH2:7][CH2:8][CH2:9][CH2:10][CH2:11]1 |f:2.3.4|. Reported procedure: A mixture of ethyl 2-{(5-hydroxy-4-oxospiro [1,2,3,4-tetrahydroquinoline-2,1'-cyclohexan]-7-yl)oxy}acetate (prepared in Example 51 (1)) (0.15 g, 0.45 mmol), methyl iodide (0.071 g, 0.50 mmol), anhydrous potassium carbonate (0.094 g, 0.68 mmol), and dry DMF (4 ml) is stirred at 40° C. for 9 hours. After the addition of methyl iodide (0.14 g, 1.0 mmol), the stirring is continued for additional 4 hours. The solvent is removed by distillation and the residue is dissolved in ethyl acetate. The soluti... Reactants: BrB(Br)Br, ClCCl, CCC(=C(c1ccccc1)c1ccc(C=CC(=O)NS(=O)(=O)c2ccc(OC)cc2)cc1)c1ccccc1. Yields the product CCC(=C(c1ccccc1)c1ccc(C=CC(=O)NS(=O)(=O)c2ccc(O)cc2)cc1)c1ccccc1. RXN SMILES: [B:39]([Br:40])([Br:41])[Br:42].[Cl:43][CH2:44][Cl:45].[c:1]1([C:7](=[C:8]([CH2:9][CH3:10])[c:11]2[cH:12][cH:13][cH:14][cH:15][cH:16]2)[c:17]2[cH:18][cH:19][c:20]([CH:23]=[CH:24][C:25](=[O:26])[NH:27][S:28](=[O:29])(=[O:30])[c:31]3[cH:32][cH:33][c:34]([O:37][CH3:38])[cH:35][cH:36]3)[cH:21][cH:22]2)[cH:2][cH:3][cH:4][cH:5][cH:6]1>>[c:1]1([C:7](=[C:8]([CH2:9][CH3:10])[c:11]2[cH:12][cH:13][cH:14][cH:15][cH:16]2)[c:17]2[cH:18][cH:19][c:20]([CH:23]=[CH:24][C:25](=[O:26])[NH:27][S:28](=[O:29])(=[O:30])[c:31]3[cH:32][cH:33][c:34]([OH:37])[cH:35][cH:36]3)[cH:21][cH:22]2)[cH:2][cH:3][cH:4][cH:5][cH:6]1.